From a dataset of the Open Reaction Database (ORD), a public repository of structured organic reaction records. describe an organic reaction: reactants, conditions, products, and yield Reactants: Cc1ccc(-c2c(NS(=O)(=O)c3ccc(C(C)(C)C)cc3)ncnc2OCCOc2ncc(C#C[Si](C)(C)C)cn2)cc1, O=C([O-])[O-], CO, [Cl-], [K+], [K+], [NH4+]. The product is C#Cc1cnc(OCCOc2ncnc(NS(=O)(=O)c3ccc(C(C)(C)C)cc3)c2-c2ccc(C)cc2)nc1. As a reaction SMILES: [C:1]([CH3:2])([CH3:3])([CH3:4])[c:5]1[cH:6][cH:7][c:8]([S:11](=[O:12])(=[O:13])[NH:14][c:15]2[n:16][cH:17][n:18][c:19]([O:28][CH2:29][CH2:30][O:31][c:32]3[n:33][cH:34][c:35]([C:38]#[C:39][Si:40]([CH3:41])([CH3:42])[CH3:43])[cH:36][n:37]3)[c:20]2-[c:21]2[cH:22][cH:23][c:24]([CH3:27])[cH:25][cH:26]2)[cH:9][cH:10]1.[C:44](=[O:45])([O-:46])[O-:47].[CH3:50][OH:51].[Cl-:52].[K+:48].[K+:49].[NH4+:53]>>[C:1]([CH3:2])([CH3:3])([CH3:4])[c:5]1[cH:6][cH:7][c:8]([S:11](=[O:12])(=[O:13])[NH:14][c:15]2[n:16][cH:17][n:18][c:19]([O:28][CH2:29][CH2:30][O:31][c:32]3[n:33][cH:34][c:35]([C:38]#[CH:39])[cH:36][n:37]3)[c:20]2-[c:21]2[cH:22][cH:23][c:24]([CH3:27])[cH:25][cH:26]2)[cH:9][cH:10]1. Starting materials: C(=CCCCCCC)C=1C(=NNC1)C=1C=NC=CC1 (3-(4-Oct-1-enyl-1H-pyrazol-3-yl)-pyridine), 22A, title compound 47C, CSC=1C(=NNC1)C=1C=NC=CC1 (3-(4-methylsulfanyl-1H-pyrazol-3-yl)-pyridine). The product is C(=CCCCCCC)C=1C(=NNC1)C=1CN(CCC1)C (3-(4-Oct-1-enyl-1H-pyrazol-3-yl)-1,2,5,6-tetrahydro-1-methylpyridine). As a reaction SMILES: [CH:1]([C:9]1[C:10]([C:14]2[CH:15]=[N:16][CH:17]=[CH:18][CH:19]=2)=[N:11][NH:12][CH:13]=1)=[CH:2][CH2:3][CH2:4][CH2:5][CH2:6][CH2:7][CH3:8].[CH3:20]SC1C(C2C=NC=CC=2)=NNC=1>>[CH:1]([C:9]1[C:10]([C:14]2[CH2:15][N:16]([CH3:20])[CH2:17][CH2:18][CH:19]=2)=[N:11][NH:12][CH:13]=1)=[CH:2][CH2:3][CH2:4][CH2:5][CH2:6][CH2:7][CH3:8]. Procedure details: 3-(4-Oct-1-enyl-1H-pyrazol-3-yl)-pyridine was converted to the title compound 47C, using the methodology described for the conversion of 21A to 22A (see Scheme 3). Yield: 95% (amorphous). 1H-NMR (400 MHz, CDCl3): δ 7.58 (s, 1H), 6.24 (bd, J=16 Hz, 1H), 6.07-6.02 (m, 1H), 5.98-5.89 (m, 1H), 3.29-3.25 (m, 2H), 2.63 (bt, J=7 Hz, 2H), 2.46 (s, 3H), 2.44-2.38 (m, 2H), 2.18-2.12 (m, 2H), 1.46-1.38 (m, 2H), 1.38-1.24 (m, 6H), 0.91 (t, J=7 Hz, 3H). Reactants: CC(=O)c1ccc(OC2CCN(C(=O)OC(C)(C)C)CC2)cc1, CON=C1CCc2cc(C=O)ccc21. The product is CON=C1CCc2cc(C=CC(=O)c3ccc(OC4CCN(C(=O)OC(C)(C)C)CC4)cc3)ccc21. Reaction SMILES: [C:1]([CH3:2])([CH3:3])([CH3:4])[O:5][C:6](=[O:7])[N:8]1[CH2:9][CH2:10][CH:11]([O:14][c:15]2[cH:16][cH:17][c:18]([C:21]([CH3:22])=[O:23])[cH:19][cH:20]2)[CH2:12][CH2:13]1.[CH3:24][O:25][N:26]=[C:27]1[CH2:28][CH2:29][c:30]2[cH:31][c:32]([CH:36]=[O:37])[cH:33][cH:34][c:35]21>>[C:1]([CH3:2])([CH3:3])([CH3:4])[O:5][C:6](=[O:7])[N:8]1[CH2:9][CH2:10][CH:11]([O:14][c:15]2[cH:16][cH:17][c:18]([C:21]([CH:22]=[CH:36][c:32]3[cH:31][c:30]4[c:35]([cH:34][cH:33]3)[C:27](=[N:26][O:25][CH3:24])[CH2:28][CH2:29]4)=[O:23])[cH:19][cH:20]2)[CH2:12][CH2:13]1. The reactants are C(C1=CC=CC=C1)(C1=CC=CC=C1)[C@@H]1OCC[C@H](C1)OS(=O)(=O)C (methanesulfonic acid Trans-2-benzhydryl-tetrahydropyran-4-yl ester), [N-]=[N+]=[N-].[Na+] (sodium azide). The solvent is C(C)OCC (ethyl ether), CN(C)C=O (DMF). Conditions: temperature 100 celsius, time 4 hour. Product: N(=[N+]=[N-])[C@@H]1C[C@@H](OCC1)C(C1=CC=CC=C1)C1=CC=CC=C1 (cis-4-azido-2-benzhydryl-tetrahydropyran). The yield is 82.5%. As a reaction SMILES: [CH:1]([C@H:14]1[CH2:19][C@H:18](OS(C)(=O)=O)[CH2:17][CH2:16][O:15]1)([C:8]1[CH:13]=[CH:12][CH:11]=[CH:10][CH:9]=1)[C:2]1[CH:7]=[CH:6][CH:5]=[CH:4][CH:3]=1.[N-:25]=[N+:26]=[N-:27].[Na+]>CN(C=O)C.C(OCC)C>[N:25]([C@H:18]1[CH2:17][CH2:16][O:15][C@@H:14]([CH:1]([C:8]2[CH:13]=[CH:12][CH:11]=[CH:10][CH:9]=2)[C:2]2[CH:7]=[CH:6][CH:5]=[CH:4][CH:3]=2)[CH2:19]1)=[N+:26]=[N-:27] |f:1.2|. Procedure: Into a solution of trans-2-diphenylmethylpyran-4-yl methanesulfonate 4a (0.33 g, 0.95 mmol) in dry DMF (40 ml) was added sodium azide (0.18 g, 2.85 mmol). The mixture was heated to 100° C. and stirred for 4 hr. The mixture was diluted with ethyl ether, washed with 2M aqueous NaHCO3 and brine, and then dried over anhydrous Na2SO4. Removal of the solvent and purification by flash chromatography (Hexane/Ethyl Acetate 9:1) afforded compound 5a (0.23 g, 82.7% yield) as a liquid. Reactants: CCOC(=O)c1cnc(N)c2c(COc3cccc(-c4nnc(C)o4)c3)csc12, CS(C)=O, NCCO. Product: Cc1nnc(-c2cccc(OCc3csc4c(C(=O)NCCO)cnc(N)c34)c2)o1. Reaction SMILES: [CH2:1]([O:2][C:4](=[O:5])[c:6]1[c:7]2[c:8]([c:9]([NH2:12])[n:10][cH:11]1)[c:13]([CH2:16][O:17][c:18]1[cH:19][c:20](-[c:24]3[o:25][c:26]([CH3:29])[n:27][n:28]3)[cH:21][cH:22][cH:23]1)[cH:14][s:15]2)[CH3:3].[CH3:34][S:35]([CH3:36])=[O:37].[NH2:30][CH2:31][CH2:32][OH:33]>>[C:4](=[O:5])([c:6]1[c:7]2[c:8]([c:9]([NH2:12])[n:10][cH:11]1)[c:13]([CH2:16][O:17][c:18]1[cH:19][c:20](-[c:24]3[o:25][c:26]([CH3:29])[n:27][n:28]3)[cH:21][cH:22][cH:23]1)[cH:14][s:15]2)[NH:30][CH2:31][CH2:32][OH:33]. Reaction SMILES: [CH3:14][O:15][S:16]([O:17][CH3:18])(=[O:19])=[O:20].[CH3:23][CH:24]([OH:25])[CH3:26].[I:21][CH3:22].[Na:1].[OH2:27].[nH:2]1[n:3][c:4]([C:11](=[O:12])[OH:13])[c:5]2[cH:6][cH:7][cH:8][cH:9][c:10]12>>[n:2]1([CH3:14])[n:3][c:4]([C:11](=[O:12])[OH:13])[c:5]2[cH:6][cH:7][cH:8][cH:9][c:10]12. Starting materials: COS(=O)(=O)OC, CC(C)O, CI, [Na], O, O=C(O)c1n[nH]c2ccccc12. The product is Cn1nc(C(=O)O)c2ccccc21. Reactants: C1(=CC=CC=C1)C(CC1N2CCC(C1=O)CC2)C2=CC=CC=C2 (2,2-diphenylethyl-1-azabicyclo[2.2.2]-octan-3-one), NN (hydrazine), C(COCCO)O (diethylene glycol), [OH-].[K+] (potassium hydroxide), solution. Solvent: O (water). Reaction conditions: time 2.75 hour. The product is C1(=CC=CC=C1)C(CC1N2CCC(C1)CC2)C2=CC=CC=C2 (2-(2,2-diphenylethyl)-1-azabicyclo[2.2.2]-octane). As a reaction SMILES: [C:1]1([CH:7]([C:18]2[CH:23]=[CH:22][CH:21]=[CH:20][CH:19]=2)[CH2:8][CH:9]2[C:14](=O)[CH:13]3[CH2:16][CH2:17][N:10]2[CH2:11][CH2:12]3)[CH:6]=[CH:5][CH:4]=[CH:3][CH:2]=1.[OH-].[K+].NN.C(O)COCCO>O>[C:18]1([CH:7]([C:1]2[CH:2]=[CH:3][CH:4]=[CH:5][CH:6]=2)[CH2:8][CH:9]2[CH2:14][CH:13]3[CH2:16][CH2:17][N:10]2[CH2:11][CH2:12]3)[CH:19]=[CH:20][CH:21]=[CH:22][CH:23]=1 |f:1.2|. Procedure details: 9.3 Parts 3-(2,2-diphenylethyl-1-azabicyclo[2.2.2]-octan-3-one, 1.30 parts potassium hydroxide, 3.6 parts by volume of an 85% solution of hydrazine in water, and 59 parts diethylene glycol are combined and refluxed, with stirring, under nitrogen for 2.75 hours. Stirring and heating are then discontinued and the reaction mixture is allowed to stand for 16 hours at which time the mixture is heated to distill until a head temperature of 235° C. is reached. After cooling to room temperature, the mix...